From a dataset of the Open Reaction Database (ORD), a public repository of structured organic reaction records. describe an organic reaction: reactants, conditions, products, and yield The reactants are OC1=C(C=NC2=CC=C(C=C12)COCCO)C(=O)OCC (Ethyl 4-hydroxy-6-[(2-hydroxyethoxy)methyl]-3-quinolinecarboxylate), ClC1=CC=C(CN)C=C1 (p-chlorobenzylamine). The product is ClC1=CC=C(CNC(=O)C=2C=NC3=CC=C(C=C3C2O)COCCO)C=C1 (N-(4-Chlorobenzyl)-4-hydroxy-6-[(2-hydroxyethoxy)methyl]-3-quinolinecarboxamide). The yield is 75.0%. As a reaction SMILES: [OH:1][C:2]1[C:11]2[C:6](=[CH:7][CH:8]=[C:9]([CH2:12][O:13][CH2:14][CH2:15][OH:16])[CH:10]=2)[N:5]=[CH:4][C:3]=1[C:17]([O:19]CC)=O.[Cl:22][C:23]1[CH:30]=[CH:29][C:26]([CH2:27][NH2:28])=[CH:25][CH:24]=1>>[Cl:22][C:23]1[CH:30]=[CH:29][C:26]([CH2:27][NH:28][C:17]([C:3]2[CH:4]=[N:5][C:6]3[C:11]([C:2]=2[OH:1])=[CH:10][C:9]([CH2:12][O:13][CH2:14][CH2:15][OH:16])=[CH:8][CH:7]=3)=[O:19])=[CH:25][CH:24]=1. Procedure: To a suspension of Ag2O (4.50 g) in 37 mL distilled CH2Cl2 is added 2-benzyloxyethanol (2.62 mL). The mixture is stirred at room temperature for 15-30 min. 4-Nitrobenzyl bromide (3.98 g) is added and the reaction is stirred at room temperature for 3 days. The reaction mixture is filtered over celite to remove the Ag2O. The filtrate is condensed to obtain a yellow residue. The residue is chromatographed eluting with 7% EtOAc in hexanes. TLC plates are stained in polymolybdic acid to visualize the... The reactants are BrCCOc1ccccc1, O=C([O-])C(=O)[O-], CCCCO, Fc1ccc(C(c2ccc(F)cc2)C2CCNCC2)cc1, [Na+], [Na+], O=C([O-])[O-]. Yields the product O=C(O)C(=O)O, Fc1ccc(C(c2ccc(F)cc2)C2CCN(CCOc3ccccc3)CC2)cc1. RXN SMILES: [Br:22][CH2:23][CH2:24][O:25][c:26]1[cH:27][cH:28][cH:29][cH:30][cH:31]1.[C:38]([C:39](=[O:40])[O-:41])(=[O:42])[O-:43].[CH2:44]([OH:45])[CH2:46][CH2:47][CH3:48].[F:1][c:2]1[cH:3][cH:4][c:5]([CH:8]([CH:9]2[CH2:10][CH2:11][NH:12][CH2:13][CH2:14]2)[c:15]2[cH:16][cH:17][c:18]([F:21])[cH:19][cH:20]2)[cH:6][cH:7]1.[Na+:32].[Na+:33].[O-:34][C:35](=[O:36])[O-:37]>>[C:38]([C:39](=[O:40])[OH:41])(=[O:42])[OH:43].[F:1][c:2]1[cH:3][cH:4][c:5]([CH:8]([CH:9]2[CH2:10][CH2:11][N:12]([CH2:23][CH2:24][O:25][c:26]3[cH:27][cH:28][cH:29][cH:30][cH:31]3)[CH2:13][CH2:14]2)[c:15]2[cH:16][cH:17][c:18]([F:21])[cH:19][cH:20]2)[cH:6][cH:7]1. Reactants: NS(=O)(=O)C=1C=C(C=CC1Cl)CC(C=CC(=O)O)=O (5-[3(aminosulfonyl)-4-chlorophenyl]-4-oxo-2-pentenoic acid), [OH-].[K+] (KOH), CO (methanol), NN (hydrazine). The product is NS(=O)(=O)C=1C=C(C=CC1Cl)C1=NNC(C1)C(=O)O ((±)-3-[3-(Aminosulfonyl)-4-chlorophenyl]-4,5-dihydropyrazole-5-carboxylic acid). RXN SMILES: [NH2:1][S:2]([C:5]1[CH:6]=[C:7]([CH2:12][C:13](=O)[CH:14]=[CH:15]C(O)=O)[CH:8]=[CH:9][C:10]=1[Cl:11])(=[O:4])=[O:3].[OH-:20].[K+].[NH2:22][NH2:23].C[OH:25]>>[NH2:1][S:2]([C:5]1[CH:6]=[C:7]([C:12]2[CH2:13][CH:14]([C:15]([OH:25])=[O:20])[NH:23][N:22]=2)[CH:8]=[CH:9][C:10]=1[Cl:11])(=[O:3])=[O:4] |f:1.2|. Procedure: A mixture of 5.8 g of 5-[3(aminosulfonyl)-4-chlorophenyl]-4-oxo-2-pentenoic acid and 1.2 g of KOH in 50 ml of methanol is treated with 0.7 ml of hydrazine and the mixture is refluxed for 3 hours. Approximately 40 ml of methanol is removed in vacuo and 20 ml of water is added. The mixture is acidified to pH 6.5 with concentrated HCl and the resulting solid is filtered off and washed with ether to give 2.2 g of the title compound, melting point 125° C. dec. Reactants: C(C)(=O)OCC (ethyl acetate), CC=1C=C2C=C(NC2=CC1)C(=O)OCC (ethyl 5-methyl-1H-indole-2-carboxylate), C([O-])([O-])=O.[K+].[K+] (potassium carbonate), C(C(C)C)I (isobutyl iodide). The solvent is O (water), CN(C=O)C (N,N-dimethylformamide). Run at temperature 120 celsius, time 1 hour. Product: C(C(C)C)N1C(=CC2=CC(=CC=C12)C)C(=O)OCC (ethyl 1-isobutyl-5-methyl-1H-indole-2-carboxylate). RXN SMILES: [CH3:1][C:2]1[CH:3]=[C:4]2[C:8](=[CH:9][CH:10]=1)[NH:7][C:6]([C:11]([O:13][CH2:14][CH3:15])=[O:12])=[CH:5]2.C(=O)([O-])[O-].[K+].[K+].[CH2:22](I)[CH:23]([CH3:25])[CH3:24].C(OCC)(=O)C>CN(C)C=O.O>[CH2:22]([N:7]1[C:8]2[C:4](=[CH:3][C:2]([CH3:1])=[CH:10][CH:9]=2)[CH:5]=[C:6]1[C:11]([O:13][CH2:14][CH3:15])=[O:12])[CH:23]([CH3:25])[CH3:24] |f:1.2.3|. Procedure: In 30 ml of N,N-dimethylformamide are suspended 2.81 g of ethyl 5-methyl-1H-indole-2-carboxylate, 17.0 g of potassium carbonate and 11.3 ml of isobutyl iodide. The suspension is stirred at 120° C. for one hour. The reaction mixture is added to a mixture of ethyl acetate and water, and the organic layer is separated. The organic layer thus obtained is washed with water and saturated aqueous solution of sodium chloride successively and dried over anhydrous magnesium sulfate, and then the solvent i... Starting materials: C=O (paraformaldehyde), BrC1=NC2=CC=CC=C2C=C1 (2-bromoquinoline), C=O (formaldehyde), [Li+].CC(C)[N-]C(C)C (LDA), C(C)(C)NC(C)C (diisopropylamine), [Li]CCCC (n-BuLi). Solvent: C1CCOC1 (THF), C1CCOC1 (THF), C1CCOC1 (THF). Reaction conditions: time 1 hour. Product: BrC1=NC2=CC=CC=C2C=C1CO (2-Bromo-3-(hydroxymethyl) quinoline). As a reaction SMILES: [Li+].CC([N-]C(C)C)C.C(NC(C)C)(C)C.[Li]CCCC.[Br:21][C:22]1[CH:31]=[CH:30][C:29]2[C:24](=[CH:25][CH:26]=[CH:27][CH:28]=2)[N:23]=1.[CH2:32]=[O:33]>C1COCC1>[Br:21][C:22]1[C:31]([CH2:32][OH:33])=[CH:30][C:29]2[C:24](=[CH:25][CH:26]=[CH:27][CH:28]=2)[N:23]=1 |f:0.1|. Procedure: To a solution of LDA, freshly prepared from diisopropylamine (0.42 mL, 2.97 mmol) and n-BuLi (2.97 mmol), in THF (10 mL) at -78° C. was added 2-bromoquinoline (T. Young and E. Amstutz, J. Am. Chem. Soc. 73, 4773 (1951)) (570 rag, 2.7 mmol) and stirring was continued for 1 h. This mixture was cannulated into a solution of formaldehyde in THF at -78° C., which was prepared by cracking paraformaldehyde (1.24 g, 14.8 mmol) under 140°-180° C. and releasing the gas into THF (25 mL) at -23 ° C. Stirrin... Reactants: CCO, CC1(C)OCC(=O)CC1=O, N, O=S(=O)(O)O. Product: CC1(C)OCC(N)=CC1=O. As a reaction SMILES: [CH3:17][CH2:18][OH:19].[CH3:1][C:2]1([CH3:10])[O:3][CH2:4][C:5](=[O:9])[CH2:6][C:7]1=[O:8].[NH3:16].[S:11](=[O:12])(=[O:13])([OH:14])[OH:15]>>[CH3:1][C:2]1([CH3:10])[O:3][CH2:4][C:5]([NH2:16])=[CH:6][C:7]1=[O:8]. Starting materials: CCOC(=O)COc1ccc(CCBr)c(Cl)c1, CN(C)C=O, CCN(C(C)C)C(C)C, CC(N)C(O)c1ccc(O)cc1, O. The product is CCOC(=O)COc1ccc(CCNC(C)C(O)c2ccc(O)cc2)c(Cl)c1. As a reaction SMILES: [Br:13][CH2:14][CH2:15][c:16]1[c:17]([Cl:29])[cH:18][c:19]([O:20][CH2:21][C:22](=[O:23])[O:24][CH2:25][CH3:26])[cH:27][cH:28]1.[CH3:40][N:41]([CH3:42])[CH:43]=[O:44].[CH:30]([N:31]([CH2:32][CH3:33])[CH:34]([CH3:35])[CH3:36])([CH3:37])[CH3:38].[NH2:1][CH:2]([CH:3]([OH:4])[c:5]1[cH:6][cH:7][c:8]([OH:11])[cH:9][cH:10]1)[CH3:12].[OH2:39]>>[NH:1]([CH:2]([CH:3]([OH:4])[c:5]1[cH:6][cH:7][c:8]([OH:11])[cH:9][cH:10]1)[CH3:12])[CH2:14][CH2:15][c:16]1[c:17]([Cl:29])[cH:18][c:19]([O:20][CH2:21][C:22](=[O:23])[O:24][CH2:25][CH3:26])[cH:27][cH:28]1.